Dataset: the Open Reaction Database (ORD), a public repository of structured organic reaction records. Task: describe an organic reaction: reactants, conditions, products, and yield Reactants: Cn2cnc1ccccc12 (effective_coupling_partner), CN(C)C(=O)Oc1cccc(N(C)C)c1 (substrate). The reagents and catalysts are dcype. Run at temperature 110 celsius, time 12 hour. The product is CN(C)c3cccc(c2nc1ccccc1n2C)c3.